This data is from the Open Reaction Database (ORD), a public repository of structured organic reaction records. The task is: describe an organic reaction: reactants, conditions, products, and yield Reaction SMILES: [C:1]([CH3:2])([CH3:3])([CH3:4])[O:5][C:6](=[O:7])[c:8]1[c:9]([NH:14][C:15]([c:16]2[c:17]([O:36][C:37]([CH3:38])=[O:39])[cH:18][cH:19][c:20]([CH2:22][C:23]3=[C:28]([CH3:29])[C:27](=[O:30])[C:26]([O:31][CH3:32])=[C:25]([O:33][CH3:34])[C:24]3=[O:35])[cH:21]2)=[O:40])[n:10][cH:11][cH:12][cH:13]1.[CH:41]([OH:42])=[O:43]>>[O:5]=[C:6]([OH:7])[c:8]1[c:9]([NH:14][C:15]([c:16]2[c:17]([O:36][C:37]([CH3:38])=[O:39])[cH:18][cH:19][c:20]([CH2:22][C:23]3=[C:28]([CH3:29])[C:27](=[O:30])[C:26]([O:31][CH3:32])=[C:25]([O:33][CH3:34])[C:24]3=[O:35])[cH:21]2)=[O:40])[n:10][cH:11][cH:12][cH:13]1. Product: COC1=C(OC)C(=O)C(Cc2ccc(OC(C)=O)c(C(=O)Nc3ncccc3C(=O)O)c2)=C(C)C1=O. The reactants are COC1=C(OC)C(=O)C(Cc2ccc(OC(C)=O)c(C(=O)Nc3ncccc3C(=O)OC(C)(C)C)c2)=C(C)C1=O, O=CO.